Dataset: the Open Reaction Database (ORD), a public repository of structured organic reaction records. Task: describe an organic reaction: reactants, conditions, products, and yield Starting materials: ClCC=1N=NC=2C(N1)=C(N=C(N2)N)N (3-Chloromethyl-pyrimido[5,4-e][1,2,4]triazine-5,7-diamine), N1CCCCC1 (piperidine). Reaction conditions: temperature 80 celsius. Yields the product N1(CCCCC1)CC=1N=NC=2C(N1)=C(N=C(N2)N)N (3-Piperidin-1-ylmethyl-pyrimido[5,4-e][1,2,4]triazine-5,7-diamine). RXN SMILES: Cl[CH2:2][C:3]1[N:4]=[N:5][C:6]2[C:7](=[C:9]([NH2:14])[N:10]=[C:11]([NH2:13])[N:12]=2)[N:8]=1.[NH:15]1[CH2:20][CH2:19][CH2:18][CH2:17][CH2:16]1>>[N:15]1([CH2:2][C:3]2[N:4]=[N:5][C:6]3[C:7](=[C:9]([NH2:14])[N:10]=[C:11]([NH2:13])[N:12]=3)[N:8]=2)[CH2:20][CH2:19][CH2:18][CH2:17][CH2:16]1. Procedure details: A mixture of 3-Chloromethyl-pyrimido[5,4-e][1,2,4]triazine-5,7-diamine 3 (70 mg; 0.33 mmol) and 1.0 mL of piperidine were heated to 80° C. in a sealed tube for 7 h. The mixture was then allowed to cool to room temperature and concentrated in vacuo. The crude product was purified by reverse phase HPLC (Rainin C18, 0% CH3CN to 30% CH3CN gradient, CH3CN/H2O, 0.1% TFA) and the bright yellow fractions containing the product were lyophilized after removal of CH3CN in vacuo to give 111 mg of yellow col... The reactants are CC(C)(C)OC(=O)N1CCC(=O)CC1, CC(=O)O[BH-](OC(C)=O)OC(C)=O, C1CCOC1, CC(=O)O, [Na+], NC1CCCc2cccnc21. The product is CC(C)(C)OC(=O)N1CCC(NC2CCCc3cccnc32)CC1. As a reaction SMILES: [C:1](=[O:2])([O:3][C:4]([CH3:5])([CH3:6])[CH3:7])[N:8]1[CH2:9][CH2:10][C:11](=[O:14])[CH2:12][CH2:13]1.[C:26]([O:27][BH-:28]([O:29][C:30](=[O:31])[CH3:32])[O:33][C:34](=[O:35])[CH3:36])(=[O:37])[CH3:38].[CH2:44]1[O:45][CH2:46][CH2:47][CH2:48]1.[CH3:40][C:41](=[O:42])[OH:43].[Na+:39].[n:15]1[cH:16][cH:17][cH:18][c:19]2[c:24]1[CH:23]([NH2:25])[CH2:22][CH2:21][CH2:20]2>>[C:1](=[O:2])([O:3][C:4]([CH3:5])([CH3:6])[CH3:7])[N:8]1[CH2:9][CH2:10][CH:11]([NH:25][CH:23]2[CH2:22][CH2:21][CH2:20][c:19]3[cH:18][cH:17][cH:16][n:15][c:24]32)[CH2:12][CH2:13]1. Starting materials: BrCC1OCCCC1 (2-Bromomethyl-tetrahydro-pyran), C([O-])([O-])=O.[K+].[K+] (potassium carbonate), COC(=O)C1=CC2=C(N=CN2)C(=C1NC1=C(C=C(C=C1)Br)Cl)F (6-(4-Bromo-2-chloro-phenylamino)-7-fluoro-3H-benzoimidazole-5-carboxylic acid methyl ester). Solvent: C(C)(=O)OCC (ethyl acetate), O (water), CN(C=O)C (N,N-dimethylformamide). Reaction conditions: temperature 60 celsius, time 12 hour. The product is COC(=O)C1=CC2=C(N=CN2CC2OCCCC2)C(=C1NC1=C(C=C(C=C1)Br)Cl)F (6-(4-Bromo-2-chloro-phenylamino)-7-fluoro-3-(tetrahydro-pyran-2-ylmethyl)-3H-benzoimidazole-5-carboxylic acid methyl ester). Reaction SMILES: [CH3:1][O:2][C:3]([C:5]1[C:13]([NH:14][C:15]2[CH:20]=[CH:19][C:18]([Br:21])=[CH:17][C:16]=2[Cl:22])=[C:12]([F:23])[C:8]2[N:9]=[CH:10][NH:11][C:7]=2[CH:6]=1)=[O:4].Br[CH2:25][CH:26]1[CH2:31][CH2:30][CH2:29][CH2:28][O:27]1.C(=O)([O-])[O-].[K+].[K+]>CN(C)C=O.C(OCC)(=O)C.O>[CH3:1][O:2][C:3]([C:5]1[C:13]([NH:14][C:15]2[CH:20]=[CH:19][C:18]([Br:21])=[CH:17][C:16]=2[Cl:22])=[C:12]([F:23])[C:8]2[N:9]=[CH:10][N:11]([CH2:25][CH:26]3[CH2:31][CH2:30][CH2:29][CH2:28][O:27]3)[C:7]=2[CH:6]=1)=[O:4] |f:2.3.4|. Procedure: 6-(4-Bromo-2-chloro-phenylamino)-7-fluoro-3H-benzoimidazole-5-carboxylic acid methyl ester 8b (0.25 g, 0.63 mmol) is dissolved in N,N-dimethylformamide (5 mL). 2-Bromomethyl-tetrahydro-pyran (0.34 g, 1.88 mmol) and potassium carbonate (0.26 g, 1.88 mmol) are added and the reaction mixture is stirred at 60° C. for 12 hours under N2. The reaction mixture is poured into a separatory funnel, diluted with ethyl acetate and water and the layers separated. The ethyl acetate layer is washed with water a... Reactants: N#CCN1C(=O)COc2cc(F)ccc21, CC(=O)OC(C)=O, [H-], [Na+], O, O=[N+]([O-])O, O=S(=O)(O)O. Product: N#CCN1C(=O)COc2cc(F)c([N+](=O)[O-])cc21. RXN SMILES: [C:17](#[N:18])[CH2:19][N:20]1[C:21](=[O:31])[CH2:22][O:23][c:24]2[c:25]1[cH:26][cH:27][c:28]([F:30])[cH:29]2.[CH3:5][C:6]([O:7][C:8](=[O:9])[CH3:10])=[O:11].[H-:32].[Na+:33].[OH2:34].[OH:1][N+:2]([O-:3])=[O:4].[S:12](=[O:13])(=[O:14])([OH:15])[OH:16]>>[O-:1][N+:2](=[O:4])[c:27]1[cH:26][c:25]2[c:24]([cH:29][c:28]1[F:30])[O:23][CH2:22][C:21](=[O:31])[N:20]2[CH2:19][C:17]#[N:18]. Starting materials: CN1C(=O)N(c2cnccn2)CC1C(=O)OC(C)(C)C, ClCCl, O=C(O)C(F)(F)F. Product: CN1C(=O)N(c2cnccn2)CC1C(=O)O. As a reaction SMILES: [CH3:8][N:9]1[C:10](=[O:27])[N:11]([c:21]2[n:22][cH:23][cH:24][n:25][cH:26]2)[CH2:12][CH:13]1[C:14](=[O:15])[O:16][C:17]([CH3:18])([CH3:19])[CH3:20].[Cl:28][CH2:29][Cl:30].[OH:1][C:2]([C:3]([F:4])([F:5])[F:6])=[O:7]>>[CH3:8][N:9]1[C:10](=[O:27])[N:11]([c:21]2[n:22][cH:23][cH:24][n:25][cH:26]2)[CH2:12][CH:13]1[C:14](=[O:15])[OH:16]. Starting materials: FC1=C(CSC2CCN(CC2)CC=2C(NC=CN2)=O)C=CC=C1 (3-[4-(2-fluorobenzylthio)piperidino]methyl-1H-pyrazin-2-one), ClC1=CC(=CC=C1)C(=O)OO (3-chloroperbenzoic acid), S(=S)(=O)([O-])[O-].[Na+].[Na+] (sodium thiosulfate), ClC1=CC(=CC=C1)C(=O)OO (3-chloroperbenzoic acid). The solvent is ClCCl (dichloromethane), ClCCl (dichloromethane). Run at time 30 minute. Product: FC1=C(CS(=O)C2CCN(CC2)CC=2C(NC=CN2)=O)C=CC=C1 (3-[4-(2-Fluorobenzylsulfinyl)piperidino]methyl-1H-pyrazin-2-one). Yield: 26.8%. As a reaction SMILES: [F:1][C:2]1[CH:23]=[CH:22][CH:21]=[CH:20][C:3]=1[CH2:4][S:5][CH:6]1[CH2:11][CH2:10][N:9]([CH2:12][C:13]2[C:14](=[O:19])[NH:15][CH:16]=[CH:17][N:18]=2)[CH2:8][CH2:7]1.ClC1C=CC=C(C(OO)=[O:32])C=1.S([O-])([O-])(=O)=S.[Na+].[Na+]>ClCCl>[F:1][C:2]1[CH:23]=[CH:22][CH:21]=[CH:20][C:3]=1[CH2:4][S:5]([CH:6]1[CH2:7][CH2:8][N:9]([CH2:12][C:13]2[C:14](=[O:19])[NH:15][CH:16]=[CH:17][N:18]=2)[CH2:10][CH2:11]1)=[O:32] |f:2.3.4|. Procedure: After dissolving 57 mg of 3-[4-(2-fluorobenzylthio)piperidino]methyl-1H-pyrazin-2-one in 3 ml of dichloromethane, 31 mg of 3-chloroperbenzoic acid was added at below −70° C., the mixture was stirred for 30 minutes, and then an additional 5 mg of 3-chloroperbenzoic acid was added and the stirring was continued for 20 minutes. Aqueous sodium thiosulfate solution was added to the reaction solution and extraction was performed with dichloromethane. The organic layer was washed with saturated brine a... The reactants are O=C([O-])[O-], CCO, C1CC2OC2C1, OCC1OC(O)(c2ccc(Cl)c(Cc3ccc(O)cc3)c2)C(O)C(O)C1O, [K+], [K+], O. Product: OCC1OC(O)(c2ccc(Cl)c(Cc3ccc(OC4CCCC4O)cc3)c2)C(O)C(O)C1O. As a reaction SMILES: [C:34](=[O:35])([O-:36])[O-:37].[CH3:41][CH2:42][OH:43].[CH:28]12[CH:29]([CH2:30][CH2:31][CH2:32]1)[O:33]2.[Cl:1][c:2]1[c:3]([CH2:20][c:21]2[cH:22][cH:23][c:24]([OH:27])[cH:25][cH:26]2)[cH:4][c:5]([C:8]2([OH:9])[CH:10]([OH:11])[CH:12]([OH:13])[CH:14]([OH:15])[CH:16]([CH2:18][OH:19])[O:17]2)[cH:6][cH:7]1.[K+:38].[K+:39].[OH2:40]>>[Cl:1][c:2]1[c:3]([CH2:20][c:21]2[cH:22][cH:23][c:24]([O:27][CH:28]3[CH:29]([OH:33])[CH2:30][CH2:31][CH2:32]3)[cH:25][cH:26]2)[cH:4][c:5]([C:8]2([OH:9])[CH:10]([OH:11])[CH:12]([OH:13])[CH:14]([OH:15])[CH:16]([CH2:18][OH:19])[O:17]2)[cH:6][cH:7]1.